describe an organic reaction: reactants, conditions, products, and yield From a dataset of the Open Reaction Database (ORD), a public repository of structured organic reaction records. Starting materials: C(C(CCC)CCC)(=O)[O-] (valproate), O.C(C(CCC)CCC)(=O)[O-].[Mg+2].C(C(CCC)CCC)(=O)[O-] (magnesium valproate hydrate). The solvent is O (H2O). The product is C(C(CCC)CCC)(=O)[O-].[Mg+2].C(C(CCC)CCC)(=O)[O-] (magnesium valproate). As a reaction SMILES: [C:1]([O-:10])(=[O:9])[CH:2]([CH2:6][CH2:7][CH3:8])[CH2:3][CH2:4][CH3:5].O.[C:12]([O-:21])(=[O:20])[CH:13]([CH2:17][CH2:18][CH3:19])[CH2:14][CH2:15][CH3:16].[Mg+2:22].C([O-])(=O)C(CCC)CCC>O>[C:1]([O-:10])(=[O:9])[CH:2]([CH2:6][CH2:7][CH3:8])[CH2:3][CH2:4][CH3:5].[Mg+2:22].[C:12]([O-:21])(=[O:20])[CH:13]([CH2:17][CH2:18][CH3:19])[CH2:14][CH2:15][CH3:16] |f:1.2.3.4,6.7.8|. Procedure details: Surprisingly, the inventors have discovered that a heretofore unknown valproate salt, magnesium valproate hydrate, a white solid having the molecular formula C16H30O4Mg.x H2O, is recovered in high yields from an alcoholic solution of magnesium valproate by adding a polar, non-oxygen-containing organic solvent having a boiling point of about 130° C. or lower in a volume sufficient to reduce the solubility of the magnesium valproate in the resulting reaction mixture to less than about 0.01 g/mL. T... RXN SMILES: [CH3:1][C:2]1[CH:7]=[CH:6][C:5]([S:8]([O:11][CH2:12][C@H:13]2[CH2:22][CH2:21][C:20]3[C:15](=[C:16](Br)[CH:17]=[C:18]([F:23])[CH:19]=3)[O:14]2)(=[O:10])=[O:9])=[CH:4][CH:3]=1.[Cl:25][C:26]1[CH:31]=[CH:30][C:29]([Cl:32])=[CH:28][C:27]=1B(O)O.C(=O)([O-])[O-].[K+].[K+]>O1CCOCC1.O.CC1C=CC=CC=1[P](C1C=CC=CC=1C)([Pd](Cl)(Cl)[P](C1=C(C)C=CC=C1)(C1C=CC=CC=1C)C1C=CC=CC=1C)C1C=CC=CC=1C>[CH3:1][C:2]1[CH:7]=[CH:6][C:5]([S:8]([O:11][CH2:12][C@H:13]2[CH:22]=[CH:21][C:20]3[C:15](=[C:16]([C:30]4[CH:31]=[C:26]([Cl:25])[CH:27]=[CH:28][C:29]=4[Cl:32])[CH:17]=[C:18]([F:23])[CH:19]=3)[O:14]2)(=[O:10])=[O:9])=[CH:4][CH:3]=1 |f:2.3.4,^1:55,66|. Isolated yield 88.0%. Reported procedure: To a solution of [(R)-8-bromo-6-fluoro-3,4-dihydro-2H-chromen-2-yl)methyl 4-methylbenzenesulfonate, prepared in Example 38, step 2 (0.40 g, 0.97 mmol) and 2,5-dichlorophenylboronic acid (0.56 g, 2.9 mmol) in dioxane (10 ml) was added a solution of potassium carbonate (0.34 g, 2.4 mmol) in water (2 mL) and the mixture purged with nitrogen for 20 minutes. Dichlorobis(tri-o-tolylphosphine)palladium (II) (20 mg, 0.029 mmol) was added and the reaction mixture heated to reflux for 1 hour. The cooled r... Run in O1CCOCC1 (dioxane), O (water). Product: CC1=CC=C(C=C1)S(=O)(=O)OC[C@@H]1OC2=C(C=C(C=C2C=C1)F)C1=C(C=CC(=C1)Cl)Cl (((R)-8-(2,5-dichlorophenyl)-6-fluoro-2H-chromen-2-yl)methyl 4-methylbenzenesulfonate). The reactants are CC1=CC=C(C=C1)S(=O)(=O)OC[C@@H]1OC2=C(C=C(C=C2CC1)F)Br ([(R)-8-bromo-6-fluoro-3,4-dihydro-2H-chromen-2-yl)methyl 4-methylbenzenesulfonate), ClC1=C(C=C(C=C1)Cl)B(O)O (2,5-dichlorophenylboronic acid), C([O-])([O-])=O.[K+].[K+] (potassium carbonate). The reagents and catalysts are CC1=C([P](C2=C(C)C=CC=C2)([Pd]([P](C3=C(C)C=CC=C3)(C4=C(C)C=CC=C4)C(C=CC=C5)=C5C)(Cl)Cl)C6=C(C)C=CC=C6)C=CC=C1 (dichlorobis(tri-o-tolylphosphine)palladium). The reactants are O=S(=O)(Cl)c1ccc(Br)cc1Cl, C1CCOC1, CCOC(C)=O, N, O. Yields the product NS(=O)(=O)c1ccc(Br)cc1Cl. As a reaction SMILES: [Br:1][c:2]1[cH:3][c:4]([Cl:12])[c:5]([S:8](=[O:9])(=[O:10])[Cl:11])[cH:6][cH:7]1.[CH2:21]1[O:22][CH2:23][CH2:24][CH2:25]1.[CH3:14][CH2:15][O:16][C:17](=[O:18])[CH3:19].[NH3:13].[OH2:20]>>[Br:1][c:2]1[cH:3][c:4]([Cl:12])[c:5]([S:8](=[O:9])(=[O:10])[NH2:13])[cH:6][cH:7]1. The reactants are Cl (HCl), CN (methylamine), N1C=CC2=CC(=CC=C12)NC=1C2=C(N=CN1)C=C(S2)C2=CC=C(C=O)C=C2 (4-[4-(1H-indol-5-ylamino)-thieno[3,2-d]pyrimidin-6-yl]-benzaldehyde), mesylate salt. The product is N1C=CC2=CC(=CC=C12)NC=1C2=C(N=CN1)C=C(S2)C2=CC=C(C=C2)CNC ((1H-Indol-5-yl)-[6-(4-methylaminomethyl-phenyl)-thieno[3,2-d]pyrimidin-4-yl]-amine). As a reaction SMILES: [CH3:1][NH2:2].[NH:3]1[C:11]2[C:6](=[CH:7][C:8]([NH:12][C:13]3[C:14]4[S:21][C:20]([C:22]5[CH:29]=[CH:28][C:25]([CH:26]=O)=[CH:24][CH:23]=5)=[CH:19][C:15]=4[N:16]=[CH:17][N:18]=3)=[CH:9][CH:10]=2)[CH:5]=[CH:4]1.Cl>>[NH:3]1[C:11]2[C:6](=[CH:7][C:8]([NH:12][C:13]3[C:14]4[S:21][C:20]([C:22]5[CH:29]=[CH:28][C:25]([CH2:26][NH:2][CH3:1])=[CH:24][CH:23]=5)=[CH:19][C:15]=4[N:16]=[CH:17][N:18]=3)=[CH:9][CH:10]=2)[CH:5]=[CH:4]1. Procedure details: The title compound was prepared from methylamine and 4-[4-(1H-indol-5-ylamino)-thieno[3,2-d]pyrimidin-6-yl]-benzaldehyde by a procedure analogous to example 17. The product was converted to the mesylate salt analogous to example 17 being converted to the HCl salt. M.P. 140-147° C.; LC-MS: 386 (MH−); HPLC RT: 3.54 minutes. The reactants are C(C=C)(=O)Cl (acrylic acid chloride), N1=CN=C2N=CNC2=C1N (Adenine), Cl (HCl). The solvent is C([O-])(O)=O (bicarbonate). Reaction conditions: time 1 hour. Yields the product C(C=C)(=O)C1=NC(=C2NC=NC2=N1)N (Acryloyladenine). Reaction SMILES: [N:1]1[C:9]([NH2:10])=[C:8]2[C:4]([N:5]=[CH:6][NH:7]2)=[N:3][CH:2]=1.[C:11](Cl)(=[O:14])[CH:12]=[CH2:13].Cl>C(=O)(O)[O-]>[C:11]([C:2]1[N:3]=[C:4]2[C:8]([NH:7][CH:6]=[N:5]2)=[C:9]([NH2:10])[N:1]=1)(=[O:14])[CH:12]=[CH2:13]. Procedure details: Adenine (0.27 g, 0.002 mole) was dissolved in 7 ml of bicarbonate buffer (pH 8), cooled to 0°-4° C., and acrylic acid chloride (1.1 g, 0.01 mole) was added with intense stirring for 1 hour. The solution was acidified with 1 M HCl until pH 6 was obtained, the solvent was evaporated in vacuum and the formed white precipitate was recrystallized from dimethyl sulfoxide. The yield of the AAD was 70%. The IR spectra displayed no absorption bands at 1650 cm-1 (bending vibrations of NH2 groups); however... Starting materials: ClC1=C(C(=O)O)C=CC=N1 (2-chloronicotinic acid), [S-]C#N.[NH4+] (ammonium thiocyanate), OC1CCNCC1 (4-hydroxypiperidine). Run in S(=O)(Cl)Cl (thionyl chloride). The product is OC1CCN(CC1)C=1SC2=C(C(N1)=O)C=CC=N2 (2-(4-hydroxypiperidino)-4H-pyrido[3,2-e]-1,3-thiazin-4-one). Isolated yield 19.1%. Reaction SMILES: Cl[C:2]1[N:10]=[CH:9][CH:8]=[CH:7][C:3]=1[C:4]([OH:6])=O.[S-:11][C:12]#[N:13].[NH4+].[OH:15][CH:16]1[CH2:21][CH2:20][NH:19][CH2:18][CH2:17]1>S(Cl)(Cl)=O>[OH:15][CH:16]1[CH2:21][CH2:20][N:19]([C:12]2[S:11][C:2]3[N:10]=[CH:9][CH:8]=[CH:7][C:3]=3[C:4](=[O:6])[N:13]=2)[CH2:18][CH2:17]1 |f:1.2|. Procedure: The reaction procedure of Example 106 was followed except that 1.0 g of 2-chloronicotinic acid, 10 ml of thionyl chloride, 531 mg of ammonium thiocyanate and 642 mg of 4-hydroxypiperidine were used. The product was subjected to separation through silica gel column chromatography (eluant: 50:1:0.1 mixture of chloroform, methanol and aqueous ammonia), and then crystallized from isopropanol to obtain 320 mg of 2-(4-hydroxypiperidino)-4H-pyrido[3,2-e]-1,3-thiazin-4-one. Reactants: C(C)(C)(C)C=1N=C(C=2C(N1)=NN(N2)CC2=NON=C2C)N2C[C@H](CC2)O ((S)-1-[5-tert-Butyl-2-(4-methyl-furazan-3-ylmethyl)-2H-[1,2,3]triazolo[4,5-d]pyrimidin-7-yl]-pyrrolidin-3-ol), C(C)(C)(C)C=1N=C(C2=C(N1)NN=N2)N2C[C@H](CC2)OC(C(F)(F)F)=O (Trifluoro-acetic acid (S)-1-(5-tert-butyl-3H-[1,2,3]triazolo[4,5-d]pyrimidin-7-yl)-pyrrolidin-3-yl-ester), Br.BrCC1=NC=CC(=C1Cl)Cl (2-(bromomethyl)-3,4-dichloropyridine hydrobromide). Product: C(C)(C)(C)C=1N=C(C=2C(N1)=NN(N2)CC2=NC=CC(=C2Cl)Cl)N2C[C@H](CC2)O ((S)-1-[5-tert-Butyl-2-(3,4-dichloro-pyridin-2-ylmethyl)-2H-[1,2,3]triazolo[4,5-d]pyrimidin-7-yl]-pyrrolidin-3-ol). As a reaction SMILES: C(C1N=C(N2CC[C@H](O)C2)C2C(=NN(CC3C(C)=NON=3)N=2)N=1)(C)(C)C.[C:27]([C:31]1[N:32]=[C:33]([N:40]2[CH2:44][CH2:43][C@H:42]([O:45]C(=O)C(F)(F)F)[CH2:41]2)[C:34]2[N:39]=[N:38][NH:37][C:35]=2[N:36]=1)([CH3:30])([CH3:29])[CH3:28].Br.Br[CH2:54][C:55]1[C:60]([Cl:61])=[C:59]([Cl:62])[CH:58]=[CH:57][N:56]=1>>[C:27]([C:31]1[N:32]=[C:33]([N:40]2[CH2:44][CH2:43][C@H:42]([OH:45])[CH2:41]2)[C:34]2[C:35](=[N:37][N:38]([CH2:54][C:55]3[C:60]([Cl:61])=[C:59]([Cl:62])[CH:58]=[CH:57][N:56]=3)[N:39]=2)[N:36]=1)([CH3:29])([CH3:30])[CH3:28] |f:2.3|. Reported procedure: In analogy to the procedure described for the synthesis of (S)-1-[5-tert-Butyl-2-(4-methyl-furazan-3-ylmethyl)-2H-[1,2,3]triazolo[4,5-d]pyrimidin-7-yl]-pyrrolidin-3-ol (example 73), the title compound was prepared from Trifluoro-acetic acid (S)-1-(5-tert-butyl-3H-[1,2,3]triazolo[4,5-d]pyrimidin-7-yl)-pyrrolidin-3-yl-ester and 2-(bromomethyl)-3,4-dichloropyridine hydrobromide and isolated as white solid. MS (m/e): 422.2 (MH+). The reactants are O=C([O-])O, CO, Cc1ccccc1, COC(=O)CCC(=NOCc1ccc(OCc2cn3c(Cl)cccc3n2)cc1)c1ccccc1, [Na+], O, OB(O)c1ccccc1, c1ccc(P(c2ccccc2)(c2ccccc2)[Pd](P(c2ccccc2)(c2ccccc2)c2ccccc2)(P(c2ccccc2)(c2ccccc2)c2ccccc2)P(c2ccccc2)(c2ccccc2)c2ccccc2)cc1. The product is COC(=O)CCC(=NOCc1ccc(OCc2cn3c(-c4ccccc4)cccc3n2)cc1)c1ccccc1. As a reaction SMILES: [C:44](=[O:45])([OH:46])[O-:47].[CH3:133][OH:134].[CH3:49][c:50]1[cH:51][cH:52][cH:53][cH:54][cH:55]1.[Cl:1][c:2]1[cH:3][cH:4][cH:5][c:6]2[n:7]1[cH:8][c:9]([CH2:11][O:12][c:13]1[cH:14][cH:15][c:16]([CH2:17][O:18][N:19]=[C:20]([CH2:21][CH2:22][C:23](=[O:24])[O:25][CH3:26])[c:27]3[cH:28][cH:29][cH:30][cH:31][cH:32]3)[cH:33][cH:34]1)[n:10]2.[Na+:48].[OH2:135].[OH:35][B:36]([OH:37])[c:38]1[cH:39][cH:40][cH:41][cH:42][cH:43]1.[cH:56]1[cH:57][cH:58][c:59]([P:60]([Pd:61]([P:62]([c:63]2[cH:64][cH:65][cH:66][cH:67][cH:68]2)([c:69]2[cH:70][cH:71][cH:72][cH:73][cH:74]2)[c:75]2[cH:76][cH:77][cH:78][cH:79][cH:80]2)([P:81]([c:82]2[cH:83][cH:84][cH:85][cH:86][cH:87]2)([c:88]2[cH:89][cH:90][cH:91][cH:92][cH:93]2)[c:94]2[cH:95][cH:96][cH:97][cH:98][cH:99]2)[P:100]([c:101]2[cH:102][cH:103][cH:104][cH:105][cH:106]2)([c:107]2[cH:108][cH:109][cH:110][cH:111][cH:112]2)[c:113]2[cH:114][cH:115][cH:116][cH:117][cH:118]2)([c:119]2[cH:120][cH:121][cH:122][cH:123][cH:124]2)[c:125]2[cH:126][cH:127][cH:128][cH:129][cH:130]2)[cH:131][cH:132]1>>[c:2]1(-[c:38]2[cH:39][cH:40][cH:41][cH:42][cH:43]2)[cH:3][cH:4][cH:5][c:6]2[n:7]1[cH:8][c:9]([CH2:11][O:12][c:13]1[cH:14][cH:15][c:16]([CH2:17][O:18][N:19]=[C:20]([CH2:21][CH2:22][C:23](=[O:24])[O:25][CH3:26])[c:27]3[cH:28][cH:29][cH:30][cH:31][cH:32]3)[cH:33][cH:34]1)[n:10]2. Reactants: ClC1=NC(=CC(=C1N)N)Cl (2,6-Dichloro-pyridine-3,4-diamine), NC(=O)N (urea). The solvent is O (H2O). Run at temperature 165 celsius, time 4 hour. Product: ClC1=NC(=CC2=C1NC(N2)=O)Cl (4,6-Dichloro-1,3-dihydro-2H-imidazo[4,5-c]pyridin-2-one). Reaction SMILES: [Cl:1][C:2]1[C:7]([NH2:8])=[C:6]([NH2:9])[CH:5]=[C:4]([Cl:10])[N:3]=1.N[C:12](N)=[O:13]>O>[Cl:1][C:2]1[C:7]2[NH:8][C:12](=[O:13])[NH:9][C:6]=2[CH:5]=[C:4]([Cl:10])[N:3]=1. Reported procedure: A mixture of 2,6-dichloro-3,4-dihydropyridine-3,4-diamine (500 mg, 2.8 mmol) from Step B and urea (1.0 g, 16.8 mmol) was stirred as a melt at 165° C. for 4 h, then cooled and H2O (100 mL) was added. The aqueous mixture was heated at reflux until all solid dissolved and the solution was allowed to cool and aged for 18 h. The precipitate was isolated by filtration to give the title compound. MS: m/z=205 (M+1). The reactants are CC1=C(N)C=CC(=C1)S(N)(=O)=O (2-methyl-4-sulphamoylaniline), ClCC(=O)Cl (α-chloroacetyl chloride). Yields the product ClCC(=O)NC1=C(C=C(C=C1)S(N)(=O)=O)C (2-Chloro-N-(2-methyl-4-sulphamoylphenyl)-acetamide). Reaction SMILES: [CH3:1][C:2]1[CH:8]=[C:7]([S:9](=[O:12])(=[O:11])[NH2:10])[CH:6]=[CH:5][C:3]=1[NH2:4].[Cl:13][CH2:14][C:15](Cl)=[O:16]>>[Cl:13][CH2:14][C:15]([NH:4][C:3]1[CH:5]=[CH:6][C:7]([S:9](=[O:12])(=[O:11])[NH2:10])=[CH:8][C:2]=1[CH3:1])=[O:16]. Procedure details: 2-methyl-4-sulphamoylaniline (18,6 g) and α-chloroacetyl chloride (30g) were refluxed together 30 min. and the mixture worked up as in Example 2(a) to yield 11 g, m.p. 193°-194°